From a dataset of the Open Reaction Database (ORD), a public repository of structured organic reaction records. describe an organic reaction: reactants, conditions, products, and yield Starting materials: Na2SO4.10H2O, [H-].[H-].[H-].[H-].[Li+].[Al+3] (LiAlH4), [Al+3].[Cl-].[Cl-].[Cl-] (AlCl3), C(C1=CC=CC=C1)NC(CC1=CN(C2=CC=C(C(=C12)OCC)F)C)=O (N-benzyl-2-(4-ethoxy-5-fluoro-1-methyl-1H-indol-3-yl)acetamide). Solvent: C1CCOC1 (THF), C1CCOC1 (THF). The product is C(C1=CC=CC=C1)NCCC1=CN(C2=CC=C(C(=C12)OCC)F)C (N-benzyl-2-(4-ethoxy-5-fluoro-1-methyl-1H-indol-3-yl)ethanamine). The yield is 61.3%. As a reaction SMILES: [H-].[H-].[H-].[H-].[Li+].[Al+3].[Al+3].[Cl-].[Cl-].[Cl-].[CH2:11]([NH:18][C:19](=O)[CH2:20][C:21]1[C:29]2[C:24](=[CH:25][CH:26]=[C:27]([F:33])[C:28]=2[O:30][CH2:31][CH3:32])[N:23]([CH3:34])[CH:22]=1)[C:12]1[CH:17]=[CH:16][CH:15]=[CH:14][CH:13]=1>C1COCC1>[CH2:11]([NH:18][CH2:19][CH2:20][C:21]1[C:29]2[C:24](=[CH:25][CH:26]=[C:27]([F:33])[C:28]=2[O:30][CH2:31][CH3:32])[N:23]([CH3:34])[CH:22]=1)[C:12]1[CH:13]=[CH:14][CH:15]=[CH:16][CH:17]=1 |f:0.1.2.3.4.5,6.7.8.9|. Reported procedure: To a solution of LiAlH4 (5 mg, 0.12 mmol) and AlCl3 (16 mg, 0.12 mmol) in THF (5 mL) was added a solution of 30-14 (14 mg, 0.04 mmol) in THF (5 mL) dropwise, the mixture was stirred at room temperature overnight before Na2SO4.10H2O was added. The mixture was filtered and the filtrate was evaporated to give a crude product which was purified by preparative HPLC (acid condition, water/CH3CN, 25-30% CH3CN in 7.5 min, RT=6.5 min) to afford 30-15 (8 mg, 61%) as a yellow solid. 1H-NMR (400 MHz, CDCl3)... Starting materials: C1(=CC=CC=C1)C1=CC(=NC2=CC=CC=C12)C=CCCCCC(=O)O (7-(4-phenyl-2-quinolyl)-6-hepten-1-oic acid). The reagents and catalysts are [Pd] (palladium on activated carbon). Solvent: O1CCCC1 (tetrahydrofuran). Run at time 1 hour. The product is C1(=CC=CC=C1)C1=CC(=NC2=CC=CC=C12)CCCCCCC(=O)O (7-(4-phenyl-2-quinolyl)heptanoic acid). Reaction SMILES: [C:1]1([C:7]2[C:16]3[C:11](=[CH:12][CH:13]=[CH:14][CH:15]=3)[N:10]=[C:9]([CH:17]=[CH:18][CH2:19][CH2:20][CH2:21][CH2:22][C:23]([OH:25])=[O:24])[CH:8]=2)[CH:6]=[CH:5][CH:4]=[CH:3][CH:2]=1>[Pd].O1CCCC1>[C:1]1([C:7]2[C:16]3[C:11](=[CH:12][CH:13]=[CH:14][CH:15]=3)[N:10]=[C:9]([CH2:17][CH2:18][CH2:19][CH2:20][CH2:21][CH2:22][C:23]([OH:25])=[O:24])[CH:8]=2)[CH:6]=[CH:5][CH:4]=[CH:3][CH:2]=1. Procedure details: A mixture of 1.75 g of 7-(4-phenyl-2-quinolyl)-6-hepten-1-oic acid, 0.18 g of palladium on activated carbon (10% w/w) and 100 cc of tetrahydrofuran is hydrogenated under normal pressure for 1 hour at room temperature. After filtration and concentration in vacuo, the solid residue is stirred in 100 cc diethyl ether and then recrystallized from 40 cc acetone to give 7-(4-phenyl-2-quinolyl)heptanoic acid as a whitish solid. (m.p.=137°-139° C).